The task is: describe an organic reaction: reactants, conditions, products, and yield. This data is from the Open Reaction Database (ORD), a public repository of structured organic reaction records. Reactants: C(C)(C)(C)C=1C=C(C=C(C1O)C(C)(C)C)SC[C@@H]1C[C@@H](OC(O1)(C)C)CC(=O)OC(C)(C)C (tert-butyl [(4R,6S)-6-[[(3,5-di-tert-butyl-4-hydroxyphenyl)thio]methyl]-2,2-dimethyl-1,3-dioxane-4-yl]acetate), C(C)#N.C(Cl)Cl (acetonitrile methylene chloride), FC(C(=O)O)(F)F (trifluoroacetic acid). The solvent is C(Cl)Cl (methylene chloride). Yields the product C(C)(C)(C)C=1C=C(C=C(C1O)C(C)(C)C)SC[C@@H]1C[C@H](CC(O1)=O)O ((4R,6S)-6-[[(3,5-di-tert-butyl-4-hydroxyphenyl)thio]methyl]-4-hydroxytetrahydropyrane-2-one). The yield is 80.3%. Reaction SMILES: [C:1]([C:5]1[CH:6]=[C:7]([S:16][CH2:17][C@H:18]2[O:23]C(C)(C)[O:21][C@@H:20]([CH2:26][C:27]([O:29]C(C)(C)C)=O)[CH2:19]2)[CH:8]=[C:9]([C:12]([CH3:15])([CH3:14])[CH3:13])[C:10]=1[OH:11])([CH3:4])([CH3:3])[CH3:2].FC(F)(F)C(O)=O.C(#N)C.C(Cl)Cl>C(Cl)Cl>[C:12]([C:9]1[CH:8]=[C:7]([S:16][CH2:17][C@H:18]2[O:23][C:27](=[O:29])[CH2:26][C@H:20]([OH:21])[CH2:19]2)[CH:6]=[C:5]([C:1]([CH3:2])([CH3:3])[CH3:4])[C:10]=1[OH:11])([CH3:14])([CH3:13])[CH3:15] |f:2.3|. Reported procedure: In 6.5 ml of anhydrous methylene chloride was dissolved 0.647 g (1.346 mmol) of tert-butyl [(4R,6S)-6-[[(3,5-di-tert-butyl-4-hydroxyphenyl)thio]methyl]-2,2-dimethyl-1,3-dioxane-4-yl]acetate. Thereto was added dropwise 1.3 ml of trifluoroacetic acid with cooling with ice and stirred for a half hour at the same temperature, further stirred for 2 hours at room temperature. The reaction solution was distilled away under reduced pressure. To the residue was added toluene, and again the mixture was di... Starting materials: aqueous solution, C([O-])([O-])=O.[K+].[K+] (potassium carbonate), C(C)(=O)OC1=C2CCC(NC2=C(C=C1)OC1OCCCC1)=O (5-acetoxy-8-tetrahydropyranyloxy-3,4-dihydro-2(1H)-quinolinone). The solvent is CO (methanol). Product: OC1=C2CCC(NC2=C(C=C1)OC1OCCCC1)=O (5-hydroxy-8-tetrahydropyranyloxy-3,4-dihydro-2(1H)-quinolinone). RXN SMILES: C([O:4][C:5]1[CH:14]=[CH:13][C:12]([O:15][CH:16]2[CH2:21][CH2:20][CH2:19][CH2:18][O:17]2)=[C:11]2[C:6]=1[CH2:7][CH2:8][C:9](=[O:22])[NH:10]2)(=O)C.C(=O)([O-])[O-].[K+].[K+]>CO>[OH:4][C:5]1[CH:14]=[CH:13][C:12]([O:15][CH:16]2[CH2:21][CH2:20][CH2:19][CH2:18][O:17]2)=[C:11]2[C:6]=1[CH2:7][CH2:8][C:9](=[O:22])[NH:10]2 |f:1.2.3|. Procedure details: 9.16 Grams of 5-acetoxy-8-tetrahydropyranyloxy-3,4-dihydro-2(1H)-quinolinone was dissolved in 200 ml of methanol, to this solution was added 45 ml of an aqueous solution of 10%-potassium carbonate, refluxed by heating for 1 hour, then concentrated to dryness under reduced pressure, there was obtained 5-hydroxy-8-tetrahydropyranyloxy-3,4-dihydro-2(1H)-quinolinone. This product was suspended in 100 ml of DMF, further 4.1 g of potassium carbonate was added to this suspension and stirred. To this mi... Starting materials: FC(C=1C=C(CN(C(C)=O)C2C3=C(NCCC2)C(=CC(=C3)C(F)(F)F)Br)C=C(C1)C(F)(F)F)(F)F (N-(3,5-Bis-trifluoromethyl-benzyl)-N-(9-bromo-7-trifluoromethyl-2,3,4,5-tetrahydro-1H-benzo[b]azepin-5-yl)-acetamide), CB(O)O (methyl boronic acid), [F-].[Cs+] (cesium fluoride). Solvent: O1CCOCC1 (dioxane). Conditions: temperature 80 celsius. Yields the product FC(C=1C=C(CN(C(C)=O)C2C3=C(NCCC2)C(=CC(=C3)C(F)(F)F)C)C=C(C1)C(F)(F)F)(F)F (N-(3,5-Bis-trifluoromethyl-benzyl)-N-(9-methyl-7-trifluoromethyl-2,3,4,5-tetrahydro-1H-benzo[b]azepin-5-yl)-acetamide). The yield is 62.3%. Reaction SMILES: [F:1][C:2]([F:35])([F:34])[C:3]1[CH:4]=[C:5]([CH:27]=[C:28]([C:30]([F:33])([F:32])[F:31])[CH:29]=1)[CH2:6][N:7]([CH:11]1[CH2:17][CH2:16][CH2:15][NH:14][C:13]2[C:18](Br)=[CH:19][C:20]([C:22]([F:25])([F:24])[F:23])=[CH:21][C:12]1=2)[C:8](=[O:10])[CH3:9].[CH3:36]B(O)O.[F-].[Cs+]>O1CCOCC1>[F:1][C:2]([F:35])([F:34])[C:3]1[CH:4]=[C:5]([CH:27]=[C:28]([C:30]([F:33])([F:32])[F:31])[CH:29]=1)[CH2:6][N:7]([CH:11]1[CH2:17][CH2:16][CH2:15][NH:14][C:13]2[C:18]([CH3:36])=[CH:19][C:20]([C:22]([F:25])([F:24])[F:23])=[CH:21][C:12]1=2)[C:8](=[O:10])[CH3:9] |f:2.3|. Procedure: A mixture of N-(3,5-Bis-trifluoromethyl-benzyl)-N-(9-bromo-7-trifluoromethyl-2,3,4,5-tetrahydro-1H-benzo[b]azepin-5-yl)-acetamide (0.0830 g, 0.144 mmol), methyl boronic acid (0.0260 g, 0.432 mmol) and cesium fluoride (0.0770 mg, 0.504 mmol) in dioxane (2.00 ml) was purged with nitrogen for 10 minutes. To it was added PdCl2(dppf) (0.0170 g) in one portion. The mixture was heated at 80° C. overnight. The solid was removed by filtration, washed with ethyl acetate (30.0 ml) and the filtrate was conc...